Dataset: the Open Reaction Database (ORD), a public repository of structured organic reaction records. Task: describe an organic reaction: reactants, conditions, products, and yield RXN SMILES: [CH3:22][S:23][CH2:24][c:25]1[cH:26][c:27]([N:31]2[CH2:32][CH2:33][NH:34][CH2:35][CH2:36]2)[cH:28][cH:29][cH:30]1.[CH3:37][S:38](=[O:39])[CH3:40].[F:1][c:2]1[cH:3][c:4]2[c:5]([n:6][c:7]3[n:8]([CH3:18])[cH:9][c:10]([C:15](=[O:16])[OH:17])[c:11](=[O:14])[c:12]3[cH:13]2)[cH:19][c:20]1[F:21]>>[F:1][c:2]1[cH:3][c:4]2[c:5]([n:6][c:7]3[n:8]([CH3:18])[cH:9][c:10]([C:15](=[O:16])[OH:17])[c:11](=[O:14])[c:12]3[cH:13]2)[cH:19][c:20]1[N:34]1[CH2:33][CH2:32][N:31]([c:27]2[cH:26][c:25]([CH2:24][S:23][CH3:22])[cH:30][cH:29][cH:28]2)[CH2:36][CH2:35]1. Reactants: CSCc1cccc(N2CCNCC2)c1, CS(C)=O, Cn1cc(C(=O)O)c(=O)c2cc3cc(F)c(F)cc3nc21. Product: CSCc1cccc(N2CCN(c3cc4nc5c(cc4cc3F)c(=O)c(C(=O)O)cn5C)CC2)c1. Starting materials: [Br-], COc1ccc(C[P+](c2ccccc2)(c2ccccc2)c2ccccc2)cc1, COC(C)(C)C, O, O=CC1CCC(O)CC1. Product: COc1ccc(C=CC2CCC(O)CC2)cc1. RXN SMILES: [Br-:10].[CH3:11][O:12][c:13]1[cH:14][cH:15][c:16]([CH2:17][P+:18]([c:19]2[cH:20][cH:21][cH:22][cH:23][cH:24]2)([c:25]2[cH:26][cH:27][cH:28][cH:29][cH:30]2)[c:31]2[cH:32][cH:33][cH:34][cH:35][cH:36]2)[cH:37][cH:38]1.[CH3:39][O:40][C:41]([CH3:42])([CH3:43])[CH3:44].[OH2:45].[OH:1][CH:2]1[CH2:3][CH2:4][CH:5]([CH:8]=[O:9])[CH2:6][CH2:7]1>>[OH:1][CH:2]1[CH2:3][CH2:4][CH:5]([CH:8]=[CH:17][c:16]2[cH:15][cH:14][c:13]([O:12][CH3:11])[cH:38][cH:37]2)[CH2:6][CH2:7]1.